Dataset: the Open Reaction Database (ORD), a public repository of structured organic reaction records. Task: describe an organic reaction: reactants, conditions, products, and yield Starting materials: Clc1ccc2ccncc2n1, CC(C)(C)c1ccc(NC(=O)c2ccccc2N)cc1, O=C(C=Cc1ccccc1)C=Cc1ccccc1, O=C(C=Cc1ccccc1)C=Cc1ccccc1, O=C(C=Cc1ccccc1)C=Cc1ccccc1, [Pd], [Pd]. The product is CC(C)(C)c1ccc(NC(=O)c2ccccc2Nc2ccc3ccncc3n2)cc1. RXN SMILES: [Cl:21][c:22]1[n:23][c:24]2[cH:25][n:26][cH:27][cH:28][c:29]2[cH:30][cH:31]1.[NH2:1][c:2]1[c:3]([C:4](=[O:5])[NH:6][c:7]2[cH:8][cH:9][c:10]([C:13]([CH3:14])([CH3:15])[CH3:16])[cH:11][cH:12]2)[cH:17][cH:18][cH:19][cH:20]1.[O:34]=[C:35]([CH:36]=[CH:37][c:38]1[cH:39][cH:40][cH:41][cH:42][cH:43]1)[CH:44]=[CH:45][c:46]1[cH:47][cH:48][cH:49][cH:50][cH:51]1.[O:52]=[C:53]([CH:54]=[CH:55][c:56]1[cH:57][cH:58][cH:59][cH:60][cH:61]1)[CH:62]=[CH:63][c:64]1[cH:65][cH:66][cH:67][cH:68][cH:69]1.[O:70]=[C:71]([CH:72]=[CH:73][c:74]1[cH:75][cH:76][cH:77][cH:78][cH:79]1)[CH:80]=[CH:81][c:82]1[cH:83][cH:84][cH:85][cH:86][cH:87]1.[Pd:32].[Pd:33]>>[NH:1]([c:2]1[c:3]([C:4](=[O:5])[NH:6][c:7]2[cH:8][cH:9][c:10]([C:13]([CH3:14])([CH3:15])[CH3:16])[cH:11][cH:12]2)[cH:17][cH:18][cH:19][cH:20]1)[c:22]1[n:23][c:24]2[cH:25][n:26][cH:27][cH:28][c:29]2[cH:30][cH:31]1. Reactants: O=C1C=C(CC(C)(C)C1)C (isophorone), BrN1C(CCC1=O)=O (N-bromo-succinimide), N(=NC(C#N)(C)C)C(C#N)(C)C (α,α'-azodiisobutyronitrile), petrol-ether. The solvent is C(Cl)(Cl)(Cl)Cl (CCl4). Product: CC1=CC(CC(C1Br)(C)C)=O (3,5,5-trimethyl-4-bromo-cyclohex-2-en-1-one). Reaction SMILES: [O:1]=[C:2]1[CH2:9][C:6]([CH3:8])([CH3:7])[CH2:5][C:4]([CH3:10])=[CH:3]1.[Br:11]N1C(=O)CCC1=O.N(C(C)(C)C#N)=NC(C)(C)C#N>C(Cl)(Cl)(Cl)Cl>[CH3:10][C:4]1[CH:5]([Br:11])[C:6]([CH3:8])([CH3:7])[CH2:9][C:2](=[O:1])[CH:3]=1. Procedure: A mixture of isophorone (13.82 g; 0.1 Mole) and N-bromo-succinimide (17.80 g; 0.1 Mole) in the presence of traces of α,α'-azodiisobutyronitrile was refluxed in 500 ml of CCl4 during 15 minutes. 500 ml of petrol-ether (30°-50° C.) were then added to the cool reaction mixture and the succinimide thus precipitated was filtered off. By evaporating the volatile components of the clear filtrate, crude 3,5,5-trimethyl-4-bromo-cyclohex-2-en-1-one was obtained. The reactants are N1C(=NC2=C1C=CC=C2)C2=C(C=CC=C2)N (2-(1H-benzo[d]imidazol-2-yl)benzenamine), C(CCC)[Li] (n-Bu-Li), CI (MeI). The solvent is CCOCC (ether), C1CCOC1 (THF). Run at time 20 minute. Product: CN1C(=NC2=C1C=CC=C2)C2=C(C=CC=C2)N (2-(1-methyl-1H-benzo[d]imidazol-2-yl)benzenamine). As a reaction SMILES: [NH:1]1[C:5]2[CH:6]=[CH:7][CH:8]=[CH:9][C:4]=2[N:3]=[C:2]1[C:10]1[CH:15]=[CH:14][CH:13]=[CH:12][C:11]=1[NH2:16].[CH2:17]([Li])CCC.CI>C1COCC1.CCOCC>[CH3:17][N:1]1[C:5]2[CH:6]=[CH:7][CH:8]=[CH:9][C:4]=2[N:3]=[C:2]1[C:10]1[CH:15]=[CH:14][CH:13]=[CH:12][C:11]=1[NH2:16]. Procedure: 2-(1H-benzo[d]imidazol-2-yl)benzenamine (525 mg, 2.5 mmol) in 5 mL dry THF was cooled to −78 degrees before 1 mL n-Bu-Li (2.5 mmol, 2.5 N in hexanes) was added via a syringe. The reaction was stirred at −78 degrees for 20 min and MeI (360 mg, 2.6 mmol) was added. The reaction was warmed to r.t. gradually and kept at room temperature for another hour. The reaction crude was diluted with 25 mL ether and the resulted suspension was filtered off the solid. The crude product was isolated after the so... Reactants: [Br-], CON(C)C(=O)C(C)(CC1CCOCC1)c1ccc(SC)cn1, C=C[Mg+], Cl, C1CCOC1. The product is C=CC(=O)C(C)(CC1CCOCC1)c1ccc(SC)cn1. As a reaction SMILES: [Br-:24].[CH3:1][O:2][N:3]([C:4]([C:5]([CH2:6][CH:7]1[CH2:8][CH2:9][O:10][CH2:11][CH2:12]1)([c:13]1[n:14][cH:15][c:16]([S:19][CH3:20])[cH:17][cH:18]1)[CH3:21])=[O:22])[CH3:23].[CH:25](=[CH2:26])[Mg+:27].[ClH:28].[O:29]1[CH2:30][CH2:31][CH2:32][CH2:33]1>>[C:4]([C:5]([CH2:6][CH:7]1[CH2:8][CH2:9][O:10][CH2:11][CH2:12]1)([c:13]1[n:14][cH:15][c:16]([S:19][CH3:20])[cH:17][cH:18]1)[CH3:21])(=[O:22])[CH:25]=[CH2:26]. Reactants: CN1CCN(CC1)CC1=CC=C(C=C1)[N+](=O)[O-] (1-methyl-4-(4-nitrobenzyl)-piperazine), CO (methanol), [Cl-].[NH4+] (ammonium chloride). Reagents/catalysts: [Zn] (zinc). The solvent is C(C)OCC (Diethyl ether). Product: CN1CCN(CC1)CC1=CC=C(C=C1)N (4-(4-methylpiperazin-1-ylmethyl)phenylamine). Yield: 77.3%. RXN SMILES: [CH3:1][N:2]1[CH2:7][CH2:6][N:5]([CH2:8][C:9]2[CH:14]=[CH:13][C:12]([N+:15]([O-])=O)=[CH:11][CH:10]=2)[CH2:4][CH2:3]1.CO.[Cl-].[NH4+]>[Zn].C(OCC)C>[CH3:1][N:2]1[CH2:7][CH2:6][N:5]([CH2:8][C:9]2[CH:14]=[CH:13][C:12]([NH2:15])=[CH:11][CH:10]=2)[CH2:4][CH2:3]1 |f:2.3|. Reported procedure: 1-methyl-4-(4-nitrobenzyl)-piperazine (F652-01, 4.67 g, 19.9 mmol), methanol (100 mL), zinc powder (6.5 g, 99.3 mmol) and ammonium chloride (4.3 g, 79.5 mmol) were placed in a reaction vessel and heated for 2 hours under reflux. After returning to room temperature, the reaction mixture was filtered through Celite. The solvent of the filtrate was distilled off under reduced pressure to obtain a solid. Diethyl ether was added to the solid, and insoluble components were removed by filtration. 4-(4-... The reactants are [H-].[Al+3].[Li+].[H-].[H-].[H-] (lithium aluminum hydride), [OH-].[Na+] (sodium hydroxide), NC=1C=NC2=C(CCN(CC2)C(C2=CC=C(C=C2)Cl)=O)N1 (2-amino-7-(4-chloro-benzoyl)-6,7,8,9-tetrahydro-5H-pyrazino[2,3-d]-azepine), [H-].[Al+3].[Li+].[H-].[H-].[H-] (lithium aluminum hydride). Product: NC=1C=NC2=C(CCN(CC2)CC2=CC=C(C=C2)Cl)N1 (2-Amino-7-(4-chloro-benzyl)-6,7,8,9-tetrahydro-5H-pyrazino[2,3-d]azepine). As a reaction SMILES: [NH2:1][C:2]1[CH:3]=[N:4][C:5]2[CH2:11][CH2:10][N:9]([C:12](=O)[C:13]3[CH:18]=[CH:17][C:16]([Cl:19])=[CH:15][CH:14]=3)[CH2:8][CH2:7][C:6]=2[N:21]=1.[H-].[Al+3].[Li+].[H-].[H-].[H-].[OH-].[Na+]>O1CCCC1>[NH2:1][C:2]1[CH:3]=[N:4][C:5]2[CH2:11][CH2:10][N:9]([CH2:12][C:13]3[CH:18]=[CH:17][C:16]([Cl:19])=[CH:15][CH:14]=3)[CH2:8][CH2:7][C:6]=2[N:21]=1 |f:1.2.3.4.5.6,7.8|. Procedure: 3.7 gm (12.2 mmols) of 2-amino-7-(4-chloro-benzoyl)-6,7,8,9-tetrahydro-5H-pyrazino[2,3-d]-azepine were dissolved in 50 ml of absolute tetrahydrofuran, and the solution was added dropwise to a suspension of 2.8 gm (73.3 mmols) of lithium aluminum hydride in tetrahydrofuran. The mixture was stirred for 3 hours at room temperature, and then the excess lithium aluminum hydride was decomposed with 2 N sodium hydroxide and the precipitated aluminate was filtered off. The filtrate was concentrated by e... Solvent: O1CCCC1 (tetrahydrofuran), O1CCCC1 (tetrahydrofuran). Conditions: time 3 hour. Conditions: temperature -78 celsius, time 1 hour. Reactants: C(CCC)[Li] (n-butyllithium), S1C=NC2=C1C=CC=C2 (benzothiazole), C(CC(C)C)=O (isovaleraldehyde). Reaction SMILES: C([Li])CCC.[S:6]1[C:10]2[CH:11]=[CH:12][CH:13]=[CH:14][C:9]=2[N:8]=[CH:7]1.[CH:15](=[O:20])[CH2:16][CH:17]([CH3:19])[CH3:18]>C1COCC1>[S:6]1[C:10]2[CH:11]=[CH:12][CH:13]=[CH:14][C:9]=2[N:8]=[C:7]1[CH:15]([OH:20])[CH2:16][CH:17]([CH3:19])[CH3:18]. Product: S1C(=NC2=C1C=CC=C2)C(CC(C)C)O (1-(2-benzothiazolyl)-3-methylbutanol). Solvent: C1CCOC1 (THF), C1CCOC1 (THF). Reported procedure: A solution of n-butyllithium (2.5M in hexanes; 65.1 ml, 0.163 mol) was added to a stirred solution of benzothiazole (20.0 g, 0.148 mol) in dry THF (250 ml) under argon at -78° C. After 10 min a solution of isovaleraldehyde (17.4 ml, 0.163 mol) in dry THF (50 ml) was added slowly and the mixture stirred for 1 h at -78° C. The reaction mixture was removed from the cooling bath and after 10 min was quenched by the addition of excess water and the mixture extracted with ethyl acetate. The combined o... Isolated yield 17.7%. As a reaction SMILES: [Cl:1][C:2]1[CH:3]=[C:4]([C:8]([NH:11][CH3:12])=[CH:9][N:10]=1)[C:5]([OH:7])=O.ClC1[CH:15]=[C:16](C(NC)=CN=1)[C:17]([O:19][CH3:20])=[O:18].[OH-:26].[Na+]>CCO>[Cl:1][C:2]1[CH:3]=[C:4]2[C:8](=[CH:9][N:10]=1)[N:11]([CH3:12])[C:15](=[O:26])[C:16]([C:17]([O:19][CH3:20])=[O:18])=[C:5]2[OH:7] |f:2.3|. The reactants are ClC=1C=C(C(=O)OC)C(=CN1)NC (methyl 2-chloro-5-(methylamino)isonicotinate), [OH-].[Na+] (NaOH), ClC=1C=C(C(=O)O)C(=CN1)NC (2-Chloro-5-(methylamino)isonicotinic acid). Reaction conditions: temperature 55 celsius. Reported procedure: 2-Chloro-5-(methylamino)isonicotinic acid. A mixture of methyl 2-chloro-5-(methylamino)isonicotinate (10 g, 0.05 mol) and 2 N NaOH (50 mL) in EtOH (50 mL) was heated at 55° C. for 2 hours. The reaction mixture was cooled to room temperature and most of the EtOH was evaporated under reduced pressure. The pH of the aqueous residue was adjusted to pH=3 with 1 N HCl, and the solid precipitate was filtered and dried in vacuo to give the title compound. The solvent is CCO (EtOH), CCO (EtOH). Product: ClC=1C=C2C(=C(C(N(C2=CN1)C)=O)C(=O)OC)O (Methyl 6-chloro-4-hydroxy-1-methyl-2-oxo-1,2-dihydro-1,7-naphthyridine-3-carboxylate). Starting materials: C(C)O (ethanol), [NH2-].[Na+] (sodium amide), ICCCCCCC=C (8-Iodooct-1-ene), C1=CC1 (cyclopropene). Solvent: N (ammonia), CCOCC (Ether), N (ammonia), N (ammonia), N (ammonia). Conditions: temperature -78 celsius, time 0.5 hour. Product: C(CCCCCC=C)C1=CC1 (1-(oct-7-enyl)-cyclopropene). Isolated yield 67.0%. RXN SMILES: [NH2-].[Na+].[CH:3]1[CH2:5][CH:4]=1.I[CH2:7][CH2:8][CH2:9][CH2:10][CH2:11][CH2:12][CH:13]=[CH2:14].C(O)C>N.CCOCC>[CH2:14]([C:3]1[CH2:5][CH:4]=1)[CH2:13][CH2:12][CH2:11][CH2:10][CH2:9][CH:8]=[CH2:7] |f:0.1|. Reported procedure: A mixture of 0.43 g (11 mmol) of sodium amide in roughly 15 ml of ammonia was cooled to −78° C. A chilled solution of cyclopropene in ammonia (1:1, 0.85 g, 10 mmol) was poured into the reaction mixture. The reaction mixture was stirred at −78° C. for ½ hour, warmed briefly to the ammonia boiling point, then recooled to −78° C. 8-Iodooct-1-ene (1.2 g, 5 mmol) was added by syringe, and the reaction mixture was warmed to reflux for ½ hour. A few ml of ethanol were added. Ether (25 ml) was slowly ad... Reactants: O=C([O-])[O-], C=Cc1ccccc1, [Na+], [Na+], Oc1ccc(S)cc1, Cc1ccccc1S(=O)(=O)O. Yields the product Oc1ccc(SCCc2ccccc2)cc1. As a reaction SMILES: [C:28](=[O:29])([O-:30])[O-:31].[CH2:20]=[CH:21][c:22]1[cH:23][cH:24][cH:25][cH:26][cH:27]1.[Na+:32].[Na+:33].[SH:1][c:2]1[cH:3][cH:4][c:5]([OH:8])[cH:6][cH:7]1.[c:9]1([CH3:10])[c:11]([S:12]([OH:13])(=[O:14])=[O:15])[cH:16][cH:17][cH:18][cH:19]1>>[S:1]([c:2]1[cH:3][cH:4][c:5]([OH:8])[cH:6][cH:7]1)[CH2:20][CH2:21][c:22]1[cH:23][cH:24][cH:25][cH:26][cH:27]1.